This data is from the Open Reaction Database (ORD), a public repository of structured organic reaction records. The task is: describe an organic reaction: reactants, conditions, products, and yield The reactants are CN1CCC(c2c[nH]c3ccc(C=CC(N)=O)cc23)CC1, O. The product is CN1CCC(c2c[nH]c3ccc(CCC(N)=O)cc23)CC1. Reaction SMILES: [CH3:1][N:2]1[CH2:3][CH2:4][CH:5]([c:8]2[cH:9][nH:10][c:11]3[cH:12][cH:13][c:14]([CH:17]=[CH:18][C:19](=[O:20])[NH2:21])[cH:15][c:16]23)[CH2:6][CH2:7]1.[OH2:22]>>[CH3:1][N:2]1[CH2:3][CH2:4][CH:5]([c:8]2[cH:9][nH:10][c:11]3[cH:12][cH:13][c:14]([CH2:17][CH2:18][C:19](=[O:20])[NH2:21])[cH:15][c:16]23)[CH2:6][CH2:7]1. Starting materials: Cl.C12CC(CC(CC1)N2)O (8-Aza-bicyclo[3.2.1]octan-3-ol hydrochloride), C([O-])([O-])=O.[Na+].[Na+] (sodium carbonate), BrCCO (2-Bromo-ethanol). Solvent: C(C)O (ethanol). Product: OCCN1C2CC(CC1CC2)O (8-(2-Hydroxy-ethyl)-8-aza-bicyclo[3.2.1]octan-3-ol). Reaction SMILES: Cl.[CH:2]12[NH:9][CH:6]([CH2:7][CH2:8]1)[CH2:5][CH:4]([OH:10])[CH2:3]2.C(=O)([O-])[O-].[Na+].[Na+].Br[CH2:18][CH2:19][OH:20]>C(O)C>[OH:20][CH2:19][CH2:18][N:9]1[CH:6]2[CH2:7][CH2:8][CH:2]1[CH2:3][CH:4]([OH:10])[CH2:5]2 |f:0.1,2.3.4|. Reported procedure: 8-Aza-bicyclo[3.2.1]octan-3-ol hydrochloride (5.1 g, 31.45 mmol)) and sodium carbonate (13.3 g, 125.8 mmol) are suspended in 150 ml of ethanol at room temperature. 2-Bromo-ethanol (4.4 ml, 62.9 mmol) is added dropwise within 20 minutes and the reaction mixture is refluxed for 15 hours. After cooling to room temperature the reaction mixture is evaporated under reduced pressure. The mixture is stirred with 200 ml of DCM and filtered. The clear filtrate is dried over anhydrous sodium sulfate, filte... The reactants are CCOC(=O)C=C1CCP(c2ccccc2)C1(c1ccccc1)c1ccccc1, COc1ccc(CNc2cc(-n3ncc(C=O)c3C)nc(N)n2)cc1. Yields the product CCOC(=O)C=Cc1cnn(-c2cc(NCc3ccc(OC)cc3)nc(N)n2)c1C. RXN SMILES: [C:26](=[O:27])([O:28][CH2:29][CH3:30])[CH:31]=[C:32]1[CH2:33][CH2:34][P:35]([c:36]2[cH:37][cH:38][cH:39][cH:40][cH:41]2)[C:42]1([c:43]1[cH:44][cH:45][cH:46][cH:47][cH:48]1)[c:49]1[cH:50][cH:51][cH:52][cH:53][cH:54]1.[NH2:1][c:2]1[n:3][c:4]([NH:16][CH2:17][c:18]2[cH:19][cH:20][c:21]([O:24][CH3:25])[cH:22][cH:23]2)[cH:5][c:6](-[n:8]2[n:9][cH:10][c:11]([CH:14]=[O:15])[c:12]2[CH3:13])[n:7]1>>[NH2:1][c:2]1[n:3][c:4]([NH:16][CH2:17][c:18]2[cH:19][cH:20][c:21]([O:24][CH3:25])[cH:22][cH:23]2)[cH:5][c:6](-[n:8]2[n:9][cH:10][c:11]([CH:32]=[CH:31][C:26](=[O:27])[O:28][CH2:29][CH3:30])[c:12]2[CH3:13])[n:7]1. Reactants: C1(=CC=CC=C1)S(=O)(=O)CC=1OC(=NN1)C (2-benzenesulfonylmethyl-5-methyl-[1,3,4]oxadiazole), solution, C[O-].[Na+] (sodium methoxide), C1(C=CCC1)=O (cyclopent-2-enone). Solvent: CO (MeOH), [NH4+].[Cl-] (NH4Cl). Run at temperature 0 celsius, time 15 minute. Yields the product C1(=CC=CC=C1)S(=O)(=O)C(C1CC(CC1)=O)C=1OC(=NN1)C (3-[benzenesulfonyl-(5-methyl-[1,3,4]oxadiazol-2-yl)-methyl]-cyclopentanone). Yield: 85.8%. RXN SMILES: [C:1]1([S:7]([CH2:10][C:11]2[O:12][C:13]([CH3:16])=[N:14][N:15]=2)(=[O:9])=[O:8])[CH:6]=[CH:5][CH:4]=[CH:3][CH:2]=1.C[O-].[Na+].[C:20]1(=[O:25])[CH2:24][CH2:23][CH:22]=[CH:21]1>CO.[NH4+].[Cl-]>[C:1]1([S:7]([CH:10]([C:11]2[O:12][C:13]([CH3:16])=[N:14][N:15]=2)[CH:22]2[CH2:23][CH2:24][C:20](=[O:25])[CH2:21]2)(=[O:9])=[O:8])[CH:2]=[CH:3][CH:4]=[CH:5][CH:6]=1 |f:1.2,5.6|. Reported procedure: To 650 mg (2.73 mmol) of 2-benzenesulfonylmethyl-5-methyl-[1,3,4]oxadiazole in 35 mL of MeOH at 0° C., 50 μL (0.27 mmol, 0.1 eq) of a solution of sodium methoxide (5.4 M in MeOH) were added. After 15 min, 246 mg (3.0 mmol, 1.1 eq) of cyclopent-2-enone were added. The reaction mixture was stirred at 0° C. and was allowed to reach RT within 4 hours, diluted with saturated aqueous NH4Cl and extracted with EtOAc. The combined organic phases were dried over Na2SO4, filtered and evaporated. Column chr... Starting materials: ClC1=C(C=C(C=C1)S(=O)(=O)N(COC)C=1C(=NC=C(C1)Cl)C(C1=C(C=CC=C1)[N+](=O)[O-])O)C(F)(F)F (4-chloro-N-{5-chloro-2-[hydroxy-(2-nitro-phenyl)-methyl]-pyridin-3-yl}-N-methoxymethyl-3-trifluoromethyl-benzenesulfonamide), CC(=O)OI1(C=2C=CC=CC2C(=O)O1)(OC(=O)C)OC(=O)C (Dess-Martin periodinane), [O-]S(=O)(=S)[O-].[Na+].[Na+] (Na2S2O3), C(=O)(O)[O-].[Na+] (NaHCO3). The solvent is C(Cl)Cl (CH2Cl2). Reaction conditions: time 3 hour. Yields the product ClC1=C(C=C(C=C1)S(=O)(=O)N(COC)C=1C(=NC=C(C1)Cl)C(C1=C(C=CC=C1)[N+](=O)[O-])=O)C(F)(F)F (4-Chloro-N-[5-chloro-2-(2-nitro-benzoyl)-pyridin-3-yl]-N-methoxymethyl-3-trifluoromethyl-benzenesulfonamide). RXN SMILES: [Cl:1][C:2]1[CH:7]=[CH:6][C:5]([S:8]([N:11]([C:15]2[C:16]([CH:22]([OH:32])[C:23]3[CH:28]=[CH:27][CH:26]=[CH:25][C:24]=3[N+:29]([O-:31])=[O:30])=[N:17][CH:18]=[C:19]([Cl:21])[CH:20]=2)[CH2:12][O:13][CH3:14])(=[O:10])=[O:9])=[CH:4][C:3]=1[C:33]([F:36])([F:35])[F:34].CC(OI1(OC(C)=O)(OC(C)=O)OC(=O)C2C=CC=CC1=2)=O.[O-]S([O-])(=S)=O.[Na+].[Na+].C([O-])(O)=O.[Na+]>C(Cl)Cl>[Cl:1][C:2]1[CH:7]=[CH:6][C:5]([S:8]([N:11]([C:15]2[C:16]([C:22](=[O:32])[C:23]3[CH:28]=[CH:27][CH:26]=[CH:25][C:24]=3[N+:29]([O-:31])=[O:30])=[N:17][CH:18]=[C:19]([Cl:21])[CH:20]=2)[CH2:12][O:13][CH3:14])(=[O:9])=[O:10])=[CH:4][C:3]=1[C:33]([F:34])([F:36])[F:35] |f:2.3.4,5.6|. Procedure details: A mixture of 4-chloro-N-{5-chloro-2-[hydroxy-(2-nitro-phenyl)-methyl]-pyridin-3-yl}-N-methoxymethyl-3-trifluoromethyl-benzenesulfonamide (˜1.0 g) and Dess-Martin periodinane (1.50 g, 3.54 mmol) in CH2Cl2 (20 mL) at room temperature was stirred for 2-4 h. A mixture of 10% aqueous Na2S2O3 (10 mL) and saturated aqueous NaHCO3 (10 mL) was then added and the biphasic mixture vigorously stirred for 30 min. The phases were then separated and the aqueous portion extracted with CH2Cl2. The combined organ... The reactants are C1(=CC=CC=C1)SC(C(=O)CC(=O)OCC)(C)C (ethyl (2-phenylthio-2-methylpropionyl)acetate), ClC1=C(N)C=C(C=C1)NC(C(CC)OC1=C(C=C(C=C1)C(C)(C)CC)C(C)(C)CC)=O (2-chloro-5-[2-(2,4-di-tert-amylphenoxy)butyramido]aniline). Reaction conditions: temperature 150 celsius, time 3 hour. Product: ClC1=C(NC(CC(C(C)(C)SC2=CC=CC=C2)=O)=O)C=C(C=C1)NC(C(CC)OC1=C(C=C(C=C1)C(C)(C)CC)C(C)(C)CC)=O (2'-Chloro-5'-[2-(2,4-di-tert-amylphenoxy)butyramido]-(2-phenylthio-2-methylpropionyl)acetanilide). The yield is 75.0%. RXN SMILES: [C:1]1([S:7][C:8]([CH3:18])([CH3:17])[C:9]([CH2:11][C:12]([O:14]CC)=O)=[O:10])[CH:6]=[CH:5][CH:4]=[CH:3][CH:2]=1.[Cl:19][C:20]1[CH:26]=[CH:25][C:24]([NH:27][C:28](=[O:49])[CH:29]([O:32][C:33]2[CH:38]=[CH:37][C:36]([C:39]([CH2:42][CH3:43])([CH3:41])[CH3:40])=[CH:35][C:34]=2[C:44]([CH2:47][CH3:48])([CH3:46])[CH3:45])[CH2:30][CH3:31])=[CH:23][C:21]=1[NH2:22]>>[Cl:19][C:20]1[CH:26]=[CH:25][C:24]([NH:27][C:28](=[O:49])[CH:29]([O:32][C:33]2[CH:38]=[CH:37][C:36]([C:39]([CH2:42][CH3:43])([CH3:41])[CH3:40])=[CH:35][C:34]=2[C:44]([CH2:47][CH3:48])([CH3:46])[CH3:45])[CH2:30][CH3:31])=[CH:23][C:21]=1[NH:22][C:12](=[O:14])[CH2:11][C:9](=[O:10])[C:8]([S:7][C:1]1[CH:2]=[CH:3][CH:4]=[CH:5][CH:6]=1)([CH3:17])[CH3:18]. Reported procedure: A mixture of 5.2 g of ethyl (2-phenylthio-2-methylpropionyl)acetate obtained in Step 1 of Synthesis Example 8 and 8.8 g of 2-chloro-5-[2-(2,4-di-tert-amylphenoxy)butyramido]aniline was stirred in an oil bath at 150° C for three hours under a reduced pressure of 15 to 20 mmHg. The reaction mixture was recrystallized from n-hexane to obtain 9.8 g (yield 75%) of Coupler (17) having a melting point of 73° to 75° C. Reactants: N1(CCOCC1)C1=CC(=C(C#N)C=C1)[N+](=O)[O-] (4-(morpholin-4-yl)-2-nitrobenzonitrile), O.O.[Sn](Cl)Cl (tin(II) chloride dihydrate), [OH-].[Na+] (NaOH). The solvent is Cl (HCl). Run at time 2 hour. The product is NC1=C(C#N)C=CC(=C1)N1CCOCC1 (2-Amino-4-(morpholin-4-yl)benzonitrile). Yield: 95.7%. As a reaction SMILES: O.O.[Sn](Cl)Cl.[N:6]1([C:12]2[CH:19]=[CH:18][C:15]([C:16]#[N:17])=[C:14]([N+:20]([O-])=O)[CH:13]=2)[CH2:11][CH2:10][O:9][CH2:8][CH2:7]1.[OH-].[Na+]>Cl>[NH2:20][C:14]1[CH:13]=[C:12]([N:6]2[CH2:7][CH2:8][O:9][CH2:10][CH2:11]2)[CH:19]=[CH:18][C:15]=1[C:16]#[N:17] |f:0.1.2,4.5|. Procedure: To a cooled mixture of tin(II) chloride dihydrate 12.8 g (56.7 mmol) in conc. HCl mL with ice bath was added 4-(morpholin-4-yl)-2-nitrobenzonitrile 4.20 g (16.09 mmol) and stirred at room temperature for 2 hours. The reaction mixture was poured into diluted NaOH solution and extracted into ethyl acetate. The organic layer was washed with water and brine, dried over MgSO4 and the solvent was evaporated. The crude product was washed with diethyl ether to give the title compound 3.13 g as off-white... Starting materials: CN1N=C(C=C1C(F)(F)F)OC1=CC(=C(C=C1)N)N (4-(1-methyl-5-trifluoromethyl-1H-pyrazol-3-yloxy)-o-phenylenediamine), Cl (hydrochloric acid), N(=O)[O-].[Na+] (sodium nitrite). Run in O (water), O (water), O (water). Reaction conditions: time 2 hour. Product: CN1N=C(C=C1C(F)(F)F)OC=1C=CC2=C(NN=N2)C1 (6-(1-methyl-5-trifluoromethyl-1H-pyrazol-3-yloxy)benzotriazole), solid. RXN SMILES: [CH3:1][N:2]1[C:6]([C:7]([F:10])([F:9])[F:8])=[CH:5][C:4]([O:11][C:12]2[CH:17]=[CH:16][C:15]([NH2:18])=[C:14]([NH2:19])[CH:13]=2)=[N:3]1.Cl.[N:21]([O-])=O.[Na+]>O>[CH3:1][N:2]1[C:6]([C:7]([F:9])([F:10])[F:8])=[CH:5][C:4]([O:11][C:12]2[CH:17]=[CH:16][C:15]3[N:18]=[N:21][NH:19][C:14]=3[CH:13]=2)=[N:3]1 |f:2.3|. Procedure: The o-phenylenediamine obtained in step B (1.0 g,3.7 mmol) in water (20 cm3) was treated with concentrated hydrochloric acid (1.7 cm3) at room temperature. After stirring for 15 minutes more water (10 cm3) was added and the mixture cooled in an ice/salt bath to ~0° C. A solution of sodium nitrite (0.544 g, 7.9 mmol) in water (5.5 cm3) was added dropwise, with stirring, maintaining the temperature at ≤0° C. When the addition was complete the reaction mixture was stirred at 0° C. for 30 minutes an...